From a dataset of the Open Reaction Database (ORD), a public repository of structured organic reaction records. describe an organic reaction: reactants, conditions, products, and yield Reaction SMILES: [Br-].[Mg+2].[F:3][C:4]1[CH:9]=[CH:8][CH:7]=[CH:6][CH:5]=1.[Br-].[CH2:11]([N:18]1[CH2:25][C@H:24]2[C:26](=[O:27])[C@H:20]([CH2:21][O:22][CH2:23]2)[CH2:19]1)[C:12]1[CH:17]=[CH:16][CH:15]=[CH:14][CH:13]=1.O.[OH-].[Na+]>C(OCC)(=O)C>[CH2:11]([N:18]1[CH2:19][CH:20]2[C:26]([C:7]3[CH:8]=[CH:9][C:4]([F:3])=[CH:5][CH:6]=3)([OH:27])[CH:24]([CH2:23][O:22][CH2:21]2)[CH2:25]1)[C:12]1[CH:13]=[CH:14][CH:15]=[CH:16][CH:17]=1 |f:0.1.2.3,6.7|. The solvent is C(C)(=O)OCC (ethyl acetate). Isolated yield 23.8%. The reactants are [Br-].[Mg+2].FC1=CC=CC=C1.[Br-] (4-fluorobenzene magnesium bromide), C(C1=CC=CC=C1)N1C[C@H]2COC[C@@H](C1)C2=O ((1R,5S)-7-benzyl-3-oxa-7-azabicyclo[3.3.1]nonan-9-one), O (water), [OH-].[Na+] (sodium hydroxide), resultant mixture. Procedure details: To 4-fluorobenzene magnesium bromide (2M diethyl ether solution) (5.0 mL, 10.0 mmol), (1R,5S)-7-benzyl-3-oxa-7-azabicyclo[3.3.1]nonan-9-one (462 mg, 2.00 mmol) was added dropwise at 0° C. and the resultant mixture was stirred at room temperature for 1 minute. After completion of the reaction, water and 1 M sodium hydroxide aqueous solution were added to the reaction solution and extraction from the resultant reaction mixture with ethyl acetate was performed. The organic layer was dried over anhy... Yields the product C(C1=CC=CC=C1)N1CC2COCC(C1)C2(O)C2=CC=C(C=C2)F (7-Benzyl-9-(4-fluorophenyl)-3-oxa-7-azabicyclo[3.3.1]nonan-9-ol).